This data is from the Open Reaction Database (ORD), a public repository of structured organic reaction records. The task is: describe an organic reaction: reactants, conditions, products, and yield Starting materials: BrC1=C(C#N)C=CC(=C1)F (2-Bromo-4-fluorobenzonitrile), C1(CCCCC1)P(C1CCCCC1)C1CCCCC1 (tricyclohexylphosphine), O.P(=O)([O-])([O-])[O-].[K+].[K+].[K+] (tri potassium phosphate mono hydrate), C1(CC1)B(O)O (cyclopropylboronic acid). Run in O (water), C1(=CC=CC=C1)C (toluene). Conditions: temperature 100 celsius, time 1.5 hour. Product: C1(CC1)C1=C(C#N)C=CC(=C1)F (2-Cyclopropyl-4-fluoro-benzonitrile). Reaction SMILES: Br[C:2]1[CH:9]=[C:8]([F:10])[CH:7]=[CH:6][C:3]=1[C:4]#[N:5].C1(P([CH:24]2[CH2:29][CH2:28]CCC2)C2CCCCC2)CCCCC1.O.P([O-])([O-])([O-])=O.[K+].[K+].[K+].C1(B(O)O)CC1>O.C1(C)C=CC=CC=1>[CH:28]1([C:2]2[CH:9]=[C:8]([F:10])[CH:7]=[CH:6][C:3]=2[C:4]#[N:5])[CH2:29][CH2:24]1 |f:2.3.4.5.6|. Procedure: 500 mg commercially available 2-Bromo-4-fluorobenzonitrile, 70 mg tricyclohexylphosphine, 2.04 g tri potassium phosphate mono hydrate and 278 mg cyclopropylboronic acid placed in a reaction vessel and 11 ml toluene were added. The mixture was degassed with argon, then 561 mg palladium(II)acetate were added and the reaction mixture stirred at 100° C. for 1.5 hours. To the cooled reaction mixture was added 30 ml water and the mixture was extracted five times with portions of 30 ml ethyl acetate. T... Starting materials: [OH-].[K+] (Potassium hydroxide), 1(1-oxo-2-ethyl-6,7-dichloro-5-indanyloxy)butyric acid, ClC1=C(C=C2CC(C(C2=C1Cl)=O)CC)O (6,7-Dichloro-2-ethyl-5-hydroxy-1-indanone), C([O-])([O-])=O.[K+].[K+] (potassium carbonate), BrCCCC(=O)OCC (ethyl 4-bromobutyrate). The solvent is O (water), CO (methanol), CN(C=O)C (dimethylformamide). Yields the product O=C1C(CC2=CC(=C(C(=C12)Cl)Cl)OCCCC(=O)O)CC (4-(1-Oxo-2-ethyl-6,7-dichloro-5-indanyloxy)-butyric Acid). As a reaction SMILES: [Cl:1][C:2]1[C:10]([Cl:11])=[C:9]2[C:5]([CH2:6][CH:7]([CH2:13][CH3:14])[C:8]2=[O:12])=[CH:4][C:3]=1[OH:15].C(=O)([O-])[O-].[K+].[K+].Br[CH2:23][CH2:24][CH2:25][C:26]([O:28]CC)=[O:27].[OH-].[K+]>CN(C)C=O.CO.O>[O:12]=[C:8]1[C:9]2[C:5](=[CH:4][C:3]([O:15][CH2:23][CH2:24][CH2:25][C:26]([OH:28])=[O:27])=[C:2]([Cl:1])[C:10]=2[Cl:11])[CH2:6][CH:7]1[CH2:13][CH3:14] |f:1.2.3,5.6|. Procedure details: 6,7-Dichloro-2-ethyl-5-hydroxy-1-indanone (24.5 g., 0.1 mole) and anhydrous potassium carbonate (15.2 g., 0.11 mole) is stirred in dimethylformamide (100 ml.) while ethyl 4-bromobutyrate (21.4 g., 0.1 mole) is added dropwise. The mixture is stirred and heated at 55°-60° C. for two hours. Potassium hydroxide (7.92 g., 0.141 mole) in methanol (60 ml.) is then added. The solid mass that forms is broken up and the mixture is stirred at 80°-85° C. for 11/2 hours and poured into water (500 ml.). The a... The product is NC(CC1=C(CCC2=NC(=NC=C2C(F)(F)F)NC2=CC=C(C=C2)C2CN(CC2)C(=O)OC(C)(C)C)C=CC=C1)=O (tert-Butyl 3-(4-((4-(2-(2-amino-2-oxoethyl)phenethyl)-5-(trifluoromethyl)pyrimidin-2-yl)amino)phenyl)pyrrolidine-1-carboxylate). Reaction conditions: time 23 hour. As a reaction SMILES: O[N:2]1C2C=CC=CC=2N=N1.CCN=C=NCCCN(C)C.Cl.C(N(CC)C(C)C)(C)C.[C:32]([O:36][C:37]([N:39]1[CH2:43][CH2:42][CH:41]([C:44]2[CH:49]=[CH:48][C:47]([NH:50][C:51]3[N:56]=[C:55]([CH2:57][CH2:58][C:59]4[CH:64]=[CH:63][CH:62]=[CH:61][C:60]=4[CH2:65][C:66]([O-])=[O:67])[C:54]([C:69]([F:72])([F:71])[F:70])=[CH:53][N:52]=3)=[CH:46][CH:45]=2)[CH2:40]1)=[O:38])([CH3:35])([CH3:34])[CH3:33].[Li+].C(=O)([O-])[O-].[NH4+].[NH4+]>C1COCC1.CN(C=O)C>[NH2:2][C:66](=[O:67])[CH2:65][C:60]1[CH:61]=[CH:62][CH:63]=[CH:64][C:59]=1[CH2:58][CH2:57][C:55]1[C:54]([C:69]([F:70])([F:72])[F:71])=[CH:53][N:52]=[C:51]([NH:50][C:47]2[CH:48]=[CH:49][C:44]([CH:41]3[CH2:42][CH2:43][N:39]([C:37]([O:36][C:32]([CH3:35])([CH3:33])[CH3:34])=[O:38])[CH2:40]3)=[CH:45][CH:46]=2)[N:56]=1 |f:1.2,4.5,6.7.8|. Reported procedure: 1-Hydroxybenzotriazole (38.0 mg, 0.28 mmol), EDCl (50.0 mg, 0.32 mmol) and N,N-diisopropylethylamine (187 uL, 1.08 mmol) were added to a solution of lithium 2-(2-(2-(2-((4-(1-(tert-butoxycarbonyl)pyrrolidin-3-yl)phenyl)amino)-5-(trifluoromethyl)pyrimidin-4-yl)ethyl)phenyl)acetate (I140) (124 mg, 0.215 mmol) in dry THF (6 mL) and dry DMF (1 mL) under an atmosphere of nitrogen. Ammonium carbonate (101 mg, 1.08 mmol) was added in one portion to the stirred reaction mixture after 10 minutes and the ... Solvent: C1CCOC1 (THF), CN(C)C=O (DMF). Yield: 62.1%. Starting materials: C([O-])([O-])=O.[NH4+].[NH4+] (Ammonium carbonate), ON1N=NC2=C1C=CC=C2 (1-Hydroxybenzotriazole), CCN=C=NCCCN(C)C.Cl (EDCl), C(C)(C)N(C(C)C)CC (N,N-diisopropylethylamine), C(C)(C)(C)OC(=O)N1CC(CC1)C1=CC=C(C=C1)NC1=NC=C(C(=N1)CCC1=C(C=CC=C1)CC(=O)[O-])C(F)(F)F.[Li+] (lithium 2-(2-(2-(2-((4-(1-(tert-butoxycarbonyl)pyrrolidin-3-yl)phenyl)amino)-5-(trifluoromethyl)pyrimidin-4-yl)ethyl)phenyl)acetate). Reactants: BrC(C(=O)Br)C (2-bromopropionyl bromide), O (water), OCCNC(OC)=O (methyl 2-hydroxyethylcarbamate), N1=CC=CC=C1 (pyridine). Solvent: C(C)OCC (diethyl ether), C(C)OCC (diethyl ether). Conditions: time 1 hour. Yields the product BrC(C(=O)OCCNC(OC)=O)C (methyl 2-(2-bromopropionyloxy)ethylcarbamate). RXN SMILES: [OH:1][CH2:2][CH2:3][NH:4][C:5](=[O:8])[O:6][CH3:7].N1C=CC=CC=1.[Br:15][CH:16]([CH3:20])[C:17](Br)=[O:18].O>C(OCC)C>[Br:15][CH:16]([CH3:20])[C:17]([O:1][CH2:2][CH2:3][NH:4][C:5](=[O:8])[O:6][CH3:7])=[O:18]. Reported procedure: 9.0 g of methyl 2-hydroxyethylcarbamate and 6.7 g of pyridine are dissolved in 70 ml of diethyl ether and cooled to 0°-5° C. 18.0 g of 2-bromopropionyl bromide, dissolved in 20 ml of diethyl ether are now added dropwise within 30 minutes and the mixture is stirred at ice temperature for a further 30 minutes and at room temperature for 1 hour. For the working-up, the mixture is poured into water and extracted with diethyl ether. The ether phase is washed twice with sodium chloride solution, dried... Starting materials: OCC1=CC=C(C=C1)CCN1C(C=C(C=C1)OCC=1SC=CC1)=O (1-[2-(4-hydroxymethyl-phenyl)-ethyl]-4-(thiophen-2-ylmethoxy)-1H-pyridin-2-one), P(Br)(Br)Br (phosphorus tribromide). Solvent: C(=O)(O)[O-].[Na+] (NaHCO3), C(Cl)Cl (DCM). Reaction conditions: time 2 hour. Yields the product BrCC1=CC=C(C=C1)CCN1C(C=C(C=C1)OCC=1SC=CC1)=O (1-[2-(4-Bromomethyl-phenyl)-ethyl]-4-(thiophen-2-ylmethoxy)-1H-pyridin-2-one). RXN SMILES: O[CH2:2][C:3]1[CH:8]=[CH:7][C:6]([CH2:9][CH2:10][N:11]2[CH:16]=[CH:15][C:14]([O:17][CH2:18][C:19]3[S:20][CH:21]=[CH:22][CH:23]=3)=[CH:13][C:12]2=[O:24])=[CH:5][CH:4]=1.P(Br)(Br)[Br:26]>C(Cl)Cl.C([O-])(O)=O.[Na+]>[Br:26][CH2:2][C:3]1[CH:8]=[CH:7][C:6]([CH2:9][CH2:10][N:11]2[CH:16]=[CH:15][C:14]([O:17][CH2:18][C:19]3[S:20][CH:21]=[CH:22][CH:23]=3)=[CH:13][C:12]2=[O:24])=[CH:5][CH:4]=1 |f:3.4|. Procedure: To 480 mg (1.41 mmol) 1-[2-(4-hydroxymethyl-phenyl)-ethyl]-4-(thiophen-2-ylmethoxy)-1H-pyridin-2-one (example 2.1a) in 5.0 mL of DCM is added 67 μL (0.70 mmol) phosphorus tribromide at 0° C. After warming to RT, the mixture is stirred 2 h at RT and is diluted with aqueous 5% NaHCO3-solution. The layers are separated and the aqueous phase is washed with DCM. The combined organic phase is washed with water, dried over MgSO4, filtered and the solvent is evaporated to afford the product. Reactants: C1(=CC=CC=C1)N1N=CC(=C1)C(C)=O (1-Phenyl-4-acetyl pyrazole), C=O (paraformaldehyde), Cl.N1CCOCC1 (morpholine hydrochloride), CCOCCO (cellosolve), Mannich Base. Reaction conditions: temperature 5 celsius. Product: Cl.C1(=CC=CC=C1)N1N=CC(=C1)C(CCN1CCOCC1)=O (1-phenyl-4-(β-morpholinopropionyl)-pyrazole hydrochloride). RXN SMILES: [C:1]1([N:7]2[CH:11]=[C:10]([C:12](=[O:14])[CH3:13])[CH:9]=[N:8]2)[CH:6]=[CH:5][CH:4]=[CH:3][CH:2]=1.C=O.[ClH:17].[NH:18]1[CH2:23][CH2:22][O:21][CH2:20][CH2:19]1.[CH3:24]COCCO>>[ClH:17].[C:1]1([N:7]2[CH:11]=[C:10]([C:12](=[O:14])[CH2:13][CH2:24][N:18]3[CH2:23][CH2:22][O:21][CH2:20][CH2:19]3)[CH:9]=[N:8]2)[CH:6]=[CH:5][CH:4]=[CH:3][CH:2]=1 |f:2.3,5.6|. Reported procedure: 1-Phenyl-4-acetyl pyrazole (17.9 g) was mixed with paraformaldehyde (3.2 g), morpholine hydrochloride (11.71 g) and cellosolve (37 ml). The mixture was refluxed for 30 minutes and then cooled to 5° C. The white coloured Mannich Base was filted and washed with ethyl alcohol (100 ml) and acetone (50 ml). The white solid was dried at 70° C. to give 1-phenyl-4-(β-morpholinopropionyl)-pyrazole hydrochloride ##STR33## m.p. 212°-214° C. The reactants are O1[C@H]2[C@@H]1C[C@@H]1CC[C@H]3[C@@H]4CC[C@@H]([C@@]4(C)CC([C@@H]3[C@]1(C2)C)=O)C(=O)O (2α,3α-epoxy-5α-androstan-11-one-17β-carboxylic acid), S(O)(O)(=O)=O (sulphuric acid), C(C)O (ethanol), O (Water). Yields the product C(C)O[C@@H]1[C@H](C[C@@H]2CC[C@H]3[C@@H]4CC[C@@H]([C@@]4(C)CC([C@@H]3[C@]2(C1)C)=O)C(=O)O)O (2β-Ethoxy-3α-hydroxy-5α-androstan-11-one-17β-carboxylic acid). Reaction SMILES: [O:1]1[C@H:3]2[CH2:4][C@H:5]3[C@:18]([CH3:20])([CH2:19][C@@H:2]12)[C@@H:17]1[C@H:8]([C@H:9]2[C@@:13]([CH2:15][C:16]1=[O:21])([CH3:14])[C@@H:12]([C:22]([OH:24])=[O:23])[CH2:11][CH2:10]2)[CH2:7][CH2:6]3.S(=O)(=O)(O)O.O.[CH2:31]([OH:33])[CH3:32]>>[CH2:31]([O:33][C@H:2]1[CH2:19][C@@:18]2([CH3:20])[C@@H:5]([CH2:6][CH2:7][C@@H:8]3[C@@H:17]2[C:16](=[O:21])[CH2:15][C@@:13]2([CH3:14])[C@H:9]3[CH2:10][CH2:11][C@@H:12]2[C:22]([OH:24])=[O:23])[CH2:4][C@@H:3]1[OH:1])[CH3:32]. Reported procedure: A solution of 2α,3α-epoxy-5α-androstan-11-one-17β-carboxylic acid (940 mg.) and concentrated sulphuric acid (0.25 ml.) in dry ethanol (30 ml.) was stirred at room temperature for 30 minutes. Water (100 ml.) was added and the reaction mixture extracted with chloroform. The chloroform solution was washed with water, dried, filtered and evaporated to give a froth which solidified when triturated with chloroform/petrol. Filtration afforded the solid crude product (752 mg.) which, after recrystallisa... Starting materials: N[C@@H](C(=O)NC=1C=NC(=CC1)OC1=CC=C(C2=C1C1(CC1)CO2)C)CC ((2R)-2-amino-N-[6-(7-methylspiro[2H-benzofuran-3,1′-cyclopropane]-4-yl)oxy-3-pyridyl]butanamide), N[C@@H](C(=O)NC=1C=NC(=CC1)OC1=CC=C(C2=C1C1(CC1)CO2)C)CC ((2R)-2-amino-N-[6-(7-methylspiro[2H-benzofuran-3,1′-cyclopropane]-4-yl)oxy-3-pyridyl]butanamide), ClC(Cl)(OC(OC(Cl)(Cl)Cl)=O)Cl (triphosgene). Run in C(Cl)Cl (DCM), C(Cl)Cl (DCM). Run at temperature 0 celsius, time 15 minute. Yields the product C(C)[C@@H]1C(N(C(N1)=O)C=1C=NC(=CC1)OC1=CC=C(C2=C1C1(CC1)CO2)C)=O ((5R)-5-ethyl-3-[6-(7-methylspiro[2H-benzofuran-3,1′-cyclopropane]-4-yl)oxy-3-pyridyl]imidazolidine-2,4-dione). Isolated yield 72.5%. Reaction SMILES: [NH2:1][C@H:2]([CH2:25][CH3:26])[C:3]([NH:5][C:6]1[CH:7]=[N:8][C:9]([O:12][C:13]2[C:18]3[C:19]4([CH2:22][O:23][C:17]=3[C:16]([CH3:24])=[CH:15][CH:14]=2)[CH2:21][CH2:20]4)=[CH:10][CH:11]=1)=[O:4].Cl[C:28](Cl)([O:30]C(=O)OC(Cl)(Cl)Cl)Cl>C(Cl)Cl>[CH2:25]([C@H:2]1[NH:1][C:28](=[O:30])[N:5]([C:6]2[CH:7]=[N:8][C:9]([O:12][C:13]3[C:18]4[C:19]5([CH2:22][O:23][C:17]=4[C:16]([CH3:24])=[CH:15][CH:14]=3)[CH2:21][CH2:20]5)=[CH:10][CH:11]=2)[C:3]1=[O:4])[CH3:26]. Reported procedure: To a solution of (2R)-2-amino-N-[6-(7-methylspiro[2H-benzofuran-3,1′-cyclopropane]-4-yl)oxy-3-pyridyl]butanamide (Intermediate 160, 40 mg, 0.11 mmol) in dry DCM (5 ml) TEA (0.042 ml, 0.3 mmol) was added and the reaction mixture was cooled to 0° C. A solution of triphosgene (23.7 mg, 0.08 mmol) in dry DCM (3 ml) was slowly added and the reaction mixture was stirred for 15 minutes at the same temperature. The reaction was quenched with water (10 ml) and two phases were separated. The organic layer... Starting materials: Mg, C(C)(C)(C)N1N=NN=C1C1=C(C=CC=C1)Br (1-tert-butyl-5-(2-bromophenyl)-1H-tetrazol), B(OC(C)C)(OC(C)C)OC(C)C (triisopropyl borate), Cl (HCl), BrCCBr (1,2-Dibromoethane). Solvent: C1CCOC1 (THF), C1CCOC1 (THF). Reaction conditions: time 5 minute. Yields the product C(C)(C)(C)N1N=NN=C1C1=C(C=CC=C1)B(O)O (2-[(1-tert-Butyl)-1H-tetrazol-5-yl]phenylboronic acid). The yield is 47.6%. As a reaction SMILES: [C:1]([N:5]1[C:9]([C:10]2[CH:15]=[CH:14][CH:13]=[CH:12][C:11]=2Br)=[N:8][N:7]=[N:6]1)([CH3:4])([CH3:3])[CH3:2].BrCCBr.[B:21](OC(C)C)([O:26]C(C)C)[O:22]C(C)C.Cl>C1COCC1>[C:1]([N:5]1[C:9]([C:10]2[CH:15]=[CH:14][CH:13]=[CH:12][C:11]=2[B:21]([OH:26])[OH:22])=[N:8][N:7]=[N:6]1)([CH3:4])([CH3:3])[CH3:2]. Procedure: To dry Mg turnings (76 mg, 3.13 mmol) in THF (1 mL) was added a solution of 1-tert-butyl-5-(2-bromophenyl)-1H-tetrazol (733 mg, 2.61 mmol) in THF (1.5 mL). 1,2-Dibromoethane (20 μL) was added and the mixture was warmed slightly with a heat gun. After 5 min, triisopropyl borate (564 mg, 3.00 mmol) was added and the mixture was stirred at room temperature for 23 h. Ice and and 0.5N HCl (7 mL) were added and the mixture was stirred at for 5 min. The mixture was extracted with ether, and the combine... The reactants are CC(O)C(=O)O, [O-][Cl+3]([O-])([O-])O, CN1CCN(c2ccc3[nH]c(-c4c(N)c5c(F)cccc5[nH]c4=O)nc3c2)CC1, O. Yields the product CC(O)C(=O)O, CN1CCN(c2ccc3[nH]c(-c4c(N)c5c(F)cccc5[nH]c4=O)nc3c2)CC1. Reaction SMILES: [CH3:35][CH:36]([OH:37])[C:38]([OH:39])=[O:40].[Cl+3:30]([OH:31])([O-:32])([O-:33])[O-:34].[NH2:1][c:2]1[c:3](-[c:14]2[n:15][c:16]3[c:17]([nH:18]2)[cH:19][cH:20][c:21]([N:23]2[CH2:24][CH2:25][N:26]([CH3:29])[CH2:27][CH2:28]2)[cH:22]3)[c:4](=[O:13])[nH:5][c:6]2[cH:7][cH:8][cH:9][c:10]([F:12])[c:11]12.[OH2:41]>>[CH3:35][CH:36]([OH:37])[C:38](=[O:39])[OH:40].[NH2:1][c:2]1[c:3](-[c:14]2[n:15][c:16]3[c:17]([nH:18]2)[cH:19][cH:20][c:21]([N:23]2[CH2:24][CH2:25][N:26]([CH3:29])[CH2:27][CH2:28]2)[cH:22]3)[c:4](=[O:13])[nH:5][c:6]2[cH:7][cH:8][cH:9][c:10]([F:12])[c:11]12.